Dataset: the Open Reaction Database (ORD), a public repository of structured organic reaction records. Task: describe an organic reaction: reactants, conditions, products, and yield The reactants are O1C(OCC1)C1=NC=C(C=C1)[N+](=O)[O-] (2-(1,3-dioxolanyl)-5-nitropyridine), C8. Reported procedure: 2-(1,3-Dioxolanyl)-5-aminopyridine was prepared from 2-(1,3-dioxolanyl)-5-nitropyridine by the procedure employed in Example V. Yield: 2.6 g (93%); mp 81°-82° C.; TLC Rf 0.18 (EtOAc); 1H NMR (90 MHz, CDCl3) δ 3.85 (br s, 2H, 5-NH2, D2O exchangeable), 4.05 (m, 4H, CH2CH2), 5.72 (s, 1H, 2-CH), 6.95 (dd, 1H, 4-H, J3,4 =8 Hz, J4,6 =2 Hz), 7.30 (d, 1H, 3-H, J3,4 =8 Hz) 8.08 (d, 1H, 6-H, J4,6 =2 Hz). Anal. (C8 H10N2O2) C, H, N. Product: O1C(OCC1)C1=NC=C(C=C1)N (2-(1,3-Dioxolanyl)-5-aminopyridine). The solvent is CCOC(=O)C (EtOAc). RXN SMILES: [O:1]1[CH2:5][CH2:4][O:3][CH:2]1[C:6]1[CH:11]=[CH:10][C:9]([N+:12]([O-])=O)=[CH:8][N:7]=1>CCOC(C)=O>[O:1]1[CH2:5][CH2:4][O:3][CH:2]1[C:6]1[CH:11]=[CH:10][C:9]([NH2:12])=[CH:8][N:7]=1. Reactants: COC1=C(C=CC=C1)CCNS(=O)(=O)C1=CC=C(C=C1)C (N-[2-(2-methoxyphenyl)ethyl]-4-methylbenzenesulfonamide), FC1=CC=C(OC2=CC=C(C=C2)S(=O)(=O)NCCC2=C(C=CC=C2)O)C=C1 (4-(4-Fluorophenoxy)-N-[2-(2-hydroxyphenyl)ethyl]benzenesulfonamide), crude product. Yields the product OC1=C(C=CC=C1)CCNS(=O)(=O)C1=CC=C(C=C1)C (N-[2-(2-Hydroxyphenyl)ethyl]-4-methylbenzenesulfonamide). As a reaction SMILES: C[O:2][C:3]1[CH:8]=[CH:7][CH:6]=[CH:5][C:4]=1[CH2:9][CH2:10][NH:11][S:12]([C:15]1[CH:20]=[CH:19][C:18]([CH3:21])=[CH:17][CH:16]=1)(=[O:14])=[O:13].FC1C=CC(OC2C=CC(S(NCCC3C=CC=CC=3O)(=O)=O)=CC=2)=CC=1>>[OH:2][C:3]1[CH:8]=[CH:7][CH:6]=[CH:5][C:4]=1[CH2:9][CH2:10][NH:11][S:12]([C:15]1[CH:16]=[CH:17][C:18]([CH3:21])=[CH:19][CH:20]=1)(=[O:14])=[O:13]. Procedure: The title compound is prepared starting from N-[2-(2-methoxyphenyl)ethyl]-4-methylbenzenesulfonamide in analogy to the method described under 19B, it likewise being possible for the crude product to be reacted further without further purification. The reactants are FC=1C=CC(=NC1)C1=NOC(=N1)C1=CC(=CC(=C1)C#N)N (3-(5-fluoropyrid-2-yl)-5-(3-amino-5-cyanophenyl)-1,2,4-oxadiazole), C1(CCCC1)=O (cyclopentanone), C(#N)[BH3-].[Na+] (sodium cyanoborohydride), solution, O1CCCC1 (tetrahydrofuran). Run in C(C)(=O)O (acetic acid), C(C)(=O)OCC (ethyl acetate). Reaction conditions: temperature 60 celsius. Yields the product FC=1C=CC(=NC1)C1=NOC(=N1)C1=CC(=CC(=C1)NC1CCCC1)C#N (3-(5-fluoropyrid-2-yl)-5-(3-cyano-5-cyclopentylaminophenyl)-1,2,4-oxadiazole). Isolated yield 39.0%. Reaction SMILES: [F:1][C:2]1[CH:3]=[CH:4][C:5]([C:8]2[N:12]=[C:11]([C:13]3[CH:18]=[C:17]([C:19]#[N:20])[CH:16]=[C:15]([NH2:21])[CH:14]=3)[O:10][N:9]=2)=[N:6][CH:7]=1.[C:22]1(=O)[CH2:26][CH2:25][CH2:24][CH2:23]1.C([BH3-])#N.[Na+].O1CCCC1>C(O)(=O)C.C(OCC)(=O)C>[F:1][C:2]1[CH:3]=[CH:4][C:5]([C:8]2[N:12]=[C:11]([C:13]3[CH:14]=[C:15]([NH:21][CH:22]4[CH2:26][CH2:25][CH2:24][CH2:23]4)[CH:16]=[C:17]([C:19]#[N:20])[CH:18]=3)[O:10][N:9]=2)=[N:6][CH:7]=1 |f:2.3|. Procedure: A mixture of 3-(5-fluoropyrid-2-yl)-5-(3-amino-5-cyanophenyl)-1,2,4-oxadiazole (30 mg, 0.11 mmol), cyclopentanone (24 μL, 0.26 mmol), sodium cyanoborohydride, 1.0 M solution in tetrahydrofuran, (128 μl, 0.12 mmol) in acetic acid (4 mL) was heated at 60° C. for 1 hour. After cooling, the reaction mixture was diluted with ethyl acetate and then washed with water (2X) and saturated brine, dried over anhydrous sodium sulfate, filtered, and concentrated. Silica gel chromatography using 20% ethyl acet... Reactants: ClC=1C=C(C=O)C=CC1 (3-chlorobenzaldehyde), C(CC(=O)O)(=O)O (malonic acid), chloro-substituted, ClC=1C=C(C=O)C=CC1 (3-chlorobenzaldehyde). Solvent: N1=CC=CC=C1 (pyridine). The product is ClC=1C=C(C=CC(=O)O)C=CC1 (3-chlorocinnamic acid). As a reaction SMILES: [Cl:1][C:2]1[CH:3]=[C:4]([CH:7]=[CH:8][CH:9]=1)[CH:5]=O.C(O)(=O)[CH2:11][C:12]([OH:14])=[O:13]>N1C=CC=CC=1>[Cl:1][C:2]1[CH:3]=[C:4]([CH:7]=[CH:8][CH:9]=1)[CH:5]=[CH:11][C:12]([OH:14])=[O:13]. Procedure: It is furthermore known from J. Pharm. Sci. 67(1) 1978, 81, to prepare the chloro-substituted indanonecarboxylic acid ester 5-chloro-2-methoxycarbonyl-1-indanone starting from 3-chlorobenzaldehyde. Here, 3-chlorobenzaldehyde is initially reacted in pyridine with malonic acid to give 3-chlorocinnamic acid. Following hydrogenation of the ethylenic double bond and cyclization to the 5-chloro-1-indanone, the latter is then reacted with dimethyl carbonate in the presence of sodium hydride and benzene... Starting materials: BrC=1C=C(C=2C=NN(C2C1)C(C)C)C(=O)NCC=1C(NC(=CC1CCC)C)=O (6-bromo-1-(1-methylethyl)-N-[(6-methyl-2-oxo-4-propyl-1,2-dihydro-3-pyridinyl)methyl]-1H-indazole-4-carboxamide), CC1(OB(OC1(C)C)C=1C=CC(=NC1)N)C (5-(4,4,5,5-tetramethyl-1,3,2-dioxaborolan-2-yl)-2-pyridinamine). Product: NC1=CC=C(C=N1)C=1C=C(C=2C=NN(C2C1)C(C)C)C(=O)NCC=1C(NC(=CC1CCC)C)=O (6-(6-amino-3-pyridinyl)-1-(1-methylethyl)-N-[(6-methyl-2-oxo-4-propyl-1,2-dihydro-3-pyridinyl)methyl]-1H-indazole-4-carboxamide). As a reaction SMILES: Br[C:2]1[CH:3]=[C:4]([C:14]([NH:16][CH2:17][C:18]2[C:19](=[O:28])[NH:20][C:21]([CH3:27])=[CH:22][C:23]=2[CH2:24][CH2:25][CH3:26])=[O:15])[C:5]2[CH:6]=[N:7][N:8]([CH:11]([CH3:13])[CH3:12])[C:9]=2[CH:10]=1.CC1(C)C(C)(C)OB([C:37]2[CH:38]=[CH:39][C:40]([NH2:43])=[N:41][CH:42]=2)O1>>[NH2:43][C:40]1[N:41]=[CH:42][C:37]([C:2]2[CH:3]=[C:4]([C:14]([NH:16][CH2:17][C:18]3[C:19](=[O:28])[NH:20][C:21]([CH3:27])=[CH:22][C:23]=3[CH2:24][CH2:25][CH3:26])=[O:15])[C:5]3[CH:6]=[N:7][N:8]([CH:11]([CH3:12])[CH3:13])[C:9]=3[CH:10]=2)=[CH:38][CH:39]=1. Reported procedure: The title compound was prepared in the same manner as described for example 75 from 6-bromo-1-(1-methylethyl)-N-[(6-methyl-2-oxo-4-propyl-1,2-dihydro-3-pyridinyl)methyl]-1H-indazole-4-carboxamide (100 mg, 0.225 mmol) and 5-(4,4,5,5-tetramethyl-1,3,2-dioxaborolan-2-yl)-2-pyridinamine (75 mg, 0.337 mmol). The final product was collected as a white solid (60 mg, 57%). 1H NMR (400 MHz, DMSO-d6) δ ppm 11.55 (s, 1H) 8.61 (t, J=4.93 Hz, 1H) 8.45 (d, J=2.27 Hz, 1H) 8.34 (s, 1H) 8.00 (s, 1H) 7.90 (dd, J=... The reactants are N(=NC(=O)OCC)C(=O)OCC (diethyl azodicarboxylate), C(=O)(OC(C)(C)C)N1C=NC(=C1)CCO (1-N-Boc-4-(2-hydroxyethyl)imidazole), OC=1C=C2CCCC(C2=CC1)=O (6-hydroxytetralone), C1(=CC=CC=C1)P(C1=CC=CC=C1)C1=CC=CC=C1 (triphenylphosphine), ice. The solvent is C1CCOC1 (THF). Reaction conditions: time 5 hour. Product: C(C)(C)(C)OC(=O)N1C=NC(=C1)CCOC1=CC=2CCCC(C2C=C1)=O (4-[2-(5-Oxo-5,6,7,8-tetrahydro-naphthalen-2-yloxy)-ethyl]-imidazole-1-carboxylic acid tert-butyl ester). The yield is 34.2%. As a reaction SMILES: [C:1]([N:8]1[CH:12]=[C:11]([CH2:13][CH2:14][OH:15])[N:10]=[CH:9]1)([O:3][C:4]([CH3:7])([CH3:6])[CH3:5])=[O:2].O[C:17]1[CH:18]=[C:19]2[C:24](=[CH:25][CH:26]=1)[C:23](=[O:27])[CH2:22][CH2:21][CH2:20]2.C1(P(C2C=CC=CC=2)C2C=CC=CC=2)C=CC=CC=1.N(C(OCC)=O)=NC(OCC)=O>C1COCC1>[C:4]([O:3][C:1]([N:8]1[CH:12]=[C:11]([CH2:13][CH2:14][O:15][C:17]2[CH:26]=[CH:25][C:24]3[C:23](=[O:27])[CH2:22][CH2:21][CH2:20][C:19]=3[CH:18]=2)[N:10]=[CH:9]1)=[O:2])([CH3:7])([CH3:6])[CH3:5]. Procedure details: A solution of 1-N-Boc-4-(2-hydroxyethyl)imidazole (1.06 g, 5.0 mmol), 6-hydroxytetralone (0.811 g, 5.0 mmol), and triphenylphosphine (1.44 g, 5.5 mmol) in 10 mL of freshly distilled THF was cooled in an ice bath for 10 minutes and then treated with neat diethyl azodicarboxylate (0.87 mL, 5.5 mmol) added via syringe through a rubber septum. The ice bath was permitted to melt and the reaction continued at room temperature for 5 hours. The solvent was removed in vacuo and the residue was chromatogr... Reactants: C(C=C)C1(CC1)S(=O)(=O)NC1=C(N(C(C=C1)=O)C)N(C(OC(C)(C)C)=O)C1=C(C=C(C=C1)I)F (tert-butyl (3-{[(1-allylcyclopropyl)sulfonyl]amino}-1-methyl-6-oxo-1,6-dihydropyridin-2-yl)(2-fluoro-4-iodophenyl)carbamate), O (water), C[N+]1(CCOCC1)[O-] (4-methylmorpholine N-Oxide), C[N+]1(CCOCC1)[O-] (4-methylmorpholine N-Oxide). The reagents and catalysts are O=[Os](=O)(=O)=O (OsO4), O=[Os](=O)(=O)=O (OsO4). The solvent is CC(=O)C (acetone). Run at temperature 0 celsius, time 18 hour. The product is OC(CC1(CC1)S(=O)(=O)NC1=C(N(C(C=C1)=O)C)N(C(OC(C)(C)C)=O)C1=C(C=C(C=C1)I)F)CO (tert-butyl [3-({[1-(2,3-dihydroxypropyl)cyclopropyl]sulfonyl}amino)-1-methyl-6-oxo-1,6-dihydropyridin-2-yl](2-fluoro-4-iodophenyl)carbamate). Yield: 93.0%. RXN SMILES: [CH2:1]([C:4]1([S:7]([NH:10][C:11]2[CH:16]=[CH:15][C:14](=[O:17])[N:13]([CH3:18])[C:12]=2[N:19]([C:27]2[CH:32]=[CH:31][C:30]([I:33])=[CH:29][C:28]=2[F:34])[C:20](=[O:26])[O:21][C:22]([CH3:25])([CH3:24])[CH3:23])(=[O:9])=[O:8])[CH2:6][CH2:5]1)[CH:2]=[CH2:3].[OH2:35].C[N+]1([O-])CC[O:40]CC1>CC(C)=O.O=[Os](=O)(=O)=O>[OH:35][CH:2]([CH2:3][OH:40])[CH2:1][C:4]1([S:7]([NH:10][C:11]2[CH:16]=[CH:15][C:14](=[O:17])[N:13]([CH3:18])[C:12]=2[N:19]([C:27]2[CH:32]=[CH:31][C:30]([I:33])=[CH:29][C:28]=2[F:34])[C:20](=[O:26])[O:21][C:22]([CH3:25])([CH3:24])[CH3:23])(=[O:9])=[O:8])[CH2:5][CH2:6]1. Procedure details: To a solution of tert-butyl (3-{[(1-allylcyclopropyl)sulfonyl]amino}-1-methyl-6-oxo-1,6-dihydropyridin-2-yl)(2-fluoro-4-iodophenyl)carbamate (180 mg, 0.298 mmol) in acetone (20 ml) was added water (3 ml). The mixture was cooled to 0° C. and 4-methylmorpholine N-Oxide (7.36 eq, 257 mg, 2.195 mmol) was added, followed by OsO4 (2.5% w.t. in t-butanole, 111 μl). The mixture was stirred a room temperature for 18 hours. Since the reaction was not complete, more 4-methylmorpholine N-Oxide (6 eq, 210 mg... Reactants: COc1cc(C)c(N)cc1OC, FC(F)(F)c1cc(Cl)nc(-c2cccnc2)n1. Yields the product COc1cc(C)c(Nc2cc(C(F)(F)F)nc(-c3cccnc3)n2)cc1OC. RXN SMILES: [CH3:18][O:19][c:20]1[cH:21][c:22]([CH3:29])[c:23]([NH2:24])[cH:25][c:26]1[O:27][CH3:28].[Cl:1][c:2]1[n:3][c:4](-[c:12]2[cH:13][n:14][cH:15][cH:16][cH:17]2)[n:5][c:6]([C:8]([F:9])([F:10])[F:11])[cH:7]1>>[c:2]1([NH:24][c:23]2[c:22]([CH3:29])[cH:21][c:20]([O:19][CH3:18])[c:26]([O:27][CH3:28])[cH:25]2)[n:3][c:4](-[c:12]2[cH:13][n:14][cH:15][cH:16][cH:17]2)[n:5][c:6]([C:8]([F:9])([F:10])[F:11])[cH:7]1.